This data is from the Open Reaction Database (ORD), a public repository of structured organic reaction records. The task is: describe an organic reaction: reactants, conditions, products, and yield Reactants: O=C(Br)CBr, CCSC1OC(COCc2ccccc2)C(O)C(OCc2ccccc2)C1OCc1ccccc1, CN(C)c1ccncc1, ClCCl, Cc1cc(C)nc(C)c1. Yields the product CCSC1OC(COCc2ccccc2)C(O)(C(=O)CBr)C(OCc2ccccc2)C1OCc1ccccc1. Reaction SMILES: [Br:45][CH2:46][C:47](=[O:48])[Br:49].[CH2:1]([c:2]1[cH:3][cH:4][cH:5][cH:6][cH:7]1)[O:8][CH:9]1[CH:10]([S:11][CH2:12][CH3:13])[O:14][CH:15]([CH2:27][O:28][CH2:29][c:30]2[cH:31][cH:32][cH:33][cH:34][cH:35]2)[CH:16]([OH:26])[CH:17]1[O:18][CH2:19][c:20]1[cH:21][cH:22][cH:23][cH:24][cH:25]1.[CH3:50][N:51]([CH3:52])[c:53]1[cH:54][cH:55][n:56][cH:57][cH:58]1.[Cl:59][CH2:60][Cl:61].[n:36]1[c:37]([CH3:38])[cH:39][c:40]([CH3:41])[cH:42][c:43]1[CH3:44]>>[CH2:1]([c:2]1[cH:3][cH:4][cH:5][cH:6][cH:7]1)[O:8][CH:9]1[CH:10]([S:11][CH2:12][CH3:13])[O:14][CH:15]([CH2:27][O:28][CH2:29][c:30]2[cH:31][cH:32][cH:33][cH:34][cH:35]2)[C:16]([OH:26])([C:47]([CH2:46][Br:45])=[O:48])[CH:17]1[O:18][CH2:19][c:20]1[cH:21][cH:22][cH:23][cH:24][cH:25]1. The reactants are CSC1=NC(=O)C(=Cc2ccc3c(cnn3Cc3ccc(C#N)cc3C(F)(F)F)c2)S1, CN1CCNCC1. Product: CN1CCN(C2=NC(=O)C(=Cc3ccc4c(cnn4Cc4ccc(C#N)cc4C(F)(F)F)c3)S2)CC1. RXN SMILES: [CH3:1][S:2][C:3]1=[N:7][C:6](=[O:8])[C:5](=[CH:9][c:10]2[cH:11][c:12]3[cH:13][n:14][n:15]([CH2:19][c:20]4[c:21]([C:28]([F:29])([F:30])[F:31])[cH:22][c:23]([C:24]#[N:25])[cH:26][cH:27]4)[c:16]3[cH:17][cH:18]2)[S:4]1.[CH3:32][N:33]1[CH2:34][CH2:35][NH:36][CH2:37][CH2:38]1>>[C:3]1([N:36]2[CH2:35][CH2:34][N:33]([CH3:32])[CH2:38][CH2:37]2)=[N:7][C:6](=[O:8])[C:5](=[CH:9][c:10]2[cH:11][c:12]3[cH:13][n:14][n:15]([CH2:19][c:20]4[c:21]([C:28]([F:29])([F:30])[F:31])[cH:22][c:23]([C:24]#[N:25])[cH:26][cH:27]4)[c:16]3[cH:17][cH:18]2)[S:4]1. Starting materials: NC(=O)c1cc(Br)cc2c(C3CCS(=O)(=O)CC3)c[nH]c12, N#CCc1ccc(B(O)O)cc1, C1COCCO1, CCOC(C)=O, [K+], [K+], O=C([O-])[O-], O. Product: N#CCc1ccc(-c2cc(C(N)=O)c3[nH]cc(C4CCS(=O)(=O)CC4)c3c2)cc1. As a reaction SMILES: [Br:1][c:2]1[cH:3][c:4]2[c:5]([CH:14]3[CH2:15][CH2:16][S:17](=[O:20])(=[O:21])[CH2:18][CH2:19]3)[cH:6][nH:7][c:8]2[c:9]([C:11](=[O:12])[NH2:13])[cH:10]1.[C:22](#[N:23])[CH2:24][c:25]1[cH:26][cH:27][c:28]([B:31]([OH:32])[OH:33])[cH:29][cH:30]1.[CH2:46]1[O:47][CH2:48][CH2:49][O:50][CH2:51]1.[CH3:40][CH2:41][O:42][C:43]([CH3:44])=[O:45].[K+:34].[K+:35].[O-:36][C:37]([O-:38])=[O:39].[OH2:52]>>[c:2]1(-[c:28]2[cH:27][cH:26][c:25]([CH2:24][C:22]#[N:23])[cH:30][cH:29]2)[cH:3][c:4]2[c:5]([CH:14]3[CH2:15][CH2:16][S:17](=[O:20])(=[O:21])[CH2:18][CH2:19]3)[cH:6][nH:7][c:8]2[c:9]([C:11](=[O:12])[NH2:13])[cH:10]1. Reactants: O (water), S(=O)(=O)([O-])[O-].[Mg+2] (magnesium sulfate), C(CCCCC)=O (Hexanal), C(C=C)O (allyl alcohol), CCCCCC (hexane). Reagents/catalysts: C([O-])([O-])=O.[K+].[K+] (potassium carbonate), O.C1(=CC=C(C=C1)S(=O)(=O)O)C (p-toluenesulfonic acid monohydrate). Reaction conditions: temperature 10 celsius. Yields the product C(C=C)OC(CCCCC)OCC=C (1,1-Bis(allyloxy)hexane). Isolated yield 89.0%. RXN SMILES: [CH:1](=[O:7])[CH2:2][CH2:3][CH2:4][CH2:5][CH3:6].[CH2:8]([OH:11])[CH:9]=[CH2:10].S([O-])([O-])(=O)=O.[Mg+2].O.[CH3:19][CH2:20][CH2:21]CCC>O.C1(C)C=CC(S(O)(=O)=O)=CC=1.C(=O)([O-])[O-].[K+].[K+]>[CH2:21]([O:7][CH:1]([O:11][CH2:8][CH:9]=[CH2:10])[CH2:2][CH2:3][CH2:4][CH2:5][CH3:6])[CH:20]=[CH2:19] |f:2.3,6.7,8.9.10|. Reported procedure: Hexanal (138 mL, 1.11 mol) and allyl alcohol (100 g, 1.72 mol) were dissolved in hexane (400 mL) under a nitrogen atmosphere. To the solution, magnesium sulfate (82.90 g, 0.69 mol) was added, and the mixture was stirred. This mixture was cooled to 10° C. or lower, and p-toluenesulfonic acid monohydrate (3.28 g, 0.017 mol) was added thereto. The reaction mixture was stirred at 15° C. or lower for 1 hour. To the reaction mixture, potassium carbonate (2.38 g) and water (400 mL) were added in this o... As a reaction SMILES: [Cl:1][S:2](=[O:3])(=[O:4])[c:5]1[cH:6][c:7]([C:8](=[O:9])[Cl:10])[cH:11][cH:12][c:13]1[F:14].[NH:15]1[C:16](=[CH:24][C:25](=[O:26])[c:27]2[cH:28][c:29]([F:33])[cH:30][cH:31][cH:32]2)[NH:17][c:18]2[c:19]1[cH:20][cH:21][cH:22][cH:23]2.[O:34]1[CH2:35][CH2:36][O:37][CH2:38][CH2:39]1>>[Cl:1][S:2](=[O:3])(=[O:4])[c:5]1[cH:6][c:7]([C:8](=[O:9])[C:24](=[C:16]2[NH:15][c:19]3[c:18]([cH:23][cH:22][cH:21][cH:20]3)[NH:17]2)[C:25](=[O:26])[c:27]2[cH:28][c:29]([F:33])[cH:30][cH:31][cH:32]2)[cH:11][cH:12][c:13]1[F:14]. The product is O=C(C(C(=O)c1ccc(F)c(S(=O)(=O)Cl)c1)=C1Nc2ccccc2N1)c1cccc(F)c1. Starting materials: O=C(Cl)c1ccc(F)c(S(=O)(=O)Cl)c1, O=C(C=C1Nc2ccccc2N1)c1cccc(F)c1, C1COCCO1. The reactants are COc1ccc(S(=O)(=O)Cl)cc1OC, Nc1nnc(-c2ccccc2)[nH]1, c1ccncc1. The product is COc1ccc(S(=O)(=O)Nc2nc(-c3ccccc3)n[nH]2)cc1OC. Reaction SMILES: [CH3:13][O:14][c:15]1[cH:16][c:17]([S:23](=[O:24])(=[O:25])[Cl:26])[cH:18][cH:19][c:20]1[O:21][CH3:22].[c:1]1(-[c:7]2[nH:8][c:9]([NH2:12])[n:10][n:11]2)[cH:2][cH:3][cH:4][cH:5][cH:6]1.[cH:27]1[cH:28][cH:29][n:30][cH:31][cH:32]1>>[c:1]1(-[c:7]2[n:8][c:9]([NH:12][S:23]([c:17]3[cH:16][c:15]([O:14][CH3:13])[c:20]([O:21][CH3:22])[cH:19][cH:18]3)(=[O:24])=[O:25])[nH:10][n:11]2)[cH:2][cH:3][cH:4][cH:5][cH:6]1. Reactants: CO, CN(C)c1cccc([N+](=O)[O-])c1C#N, Cl, [Fe]. Yields the product CN(C)c1cccc(N)c1C#N. Reaction SMILES: [CH3:17][OH:18].[CH3:1][N:2]([c:3]1[c:4]([C:5]#[N:6])[c:7]([N+:11]([O-:12])=[O:13])[cH:8][cH:9][cH:10]1)[CH3:14].[ClH:15].[Fe:16]>>[CH3:1][N:2]([c:3]1[c:4]([C:5]#[N:6])[c:7]([NH2:11])[cH:8][cH:9][cH:10]1)[CH3:14]. The reactants are N[C@@H](CC(O)=O)C(=O)N[C@@H](CC1=CC=C(C=C1)O)C(=O)N[C@@H](CCSC)C(=O)NCC(=O)N[C@@H](CC1=CNC2=CC=CC=C12)C(=O)N[C@@H](CCSC)C(=O)N[C@@H](CC(O)=O)C(=O)N[C@@H](CC1=CC=CC=C1)C(=O)N (Asp-Tyr-Met-Gly-Trp-Met-Asp-Phe-NH2), N([C@@H](CC1=CC=CC=C1)C(=O)O)C(=O)OCC1C2=CC=CC=C2C2=CC=CC=C12 (Fmoc-Phe), amide-MBHA resin. Solvent: CN(C)C=O (DMF), N1CCCCC1.CN(C)C=O (piperidine DMF). Yields the product N[C@@H](CC1=CC=CC=C1)C(=O)O (Phe), amide-MBHA. As a reaction SMILES: N[C@H](C(N[C@H](C(N[C@H](C(NCC(N[C@H](C(N[C@H](C(N[C@H](C(N[C@H](C(N)=O)CC1C=CC=CC=1)=O)CC(=O)O)=O)CCSC)=O)CC1C2C(=CC=CC=2)NC=1)=O)=O)CCSC)=O)CC1C=CC(O)=CC=1)=O)CC(=O)O.[NH:75](C(OCC1C2C(=CC=CC=2)C2C1=CC=CC=2)=O)[C@H:76]([C:84]([OH:86])=[O:85])[CH2:77][C:78]1[CH:83]=[CH:82][CH:81]=[CH:80][CH:79]=1>CN(C=O)C.N1CCCCC1.CN(C=O)C>[NH2:75][C@H:76]([C:84]([OH:86])=[O:85])[CH2:77][C:78]1[CH:83]=[CH:82][CH:81]=[CH:80][CH:79]=1 |f:3.4|. Procedure: As one example, CCK8 (Asp-Tyr-Met-Gly-Trp-Met-Asp-Phe-NH2) is synthesized on solid support using Rink resin using methods known in the art, for example as described in U.S. Pat. No. 4,769,445 (incorporated herein by reference). Commercial Fmoc-Phe-Rink amide-MBHA resin is pre-swollen in DMF for 30 min, then suspended and shaken in piperidine/DMF (1:4 by volume, 50 ml) for 30 min at room temperature to remove the Fmoc group. The product is isolated by filtration and washed (3×50 ml each) with DCM... Reactants: CCC(C)(C)Cc1cnc(CCc2ccc(Br)cc2)n1C, Fc1ccc(Br)nc1, C1COCCO1, [F-], [K+], c1ccc(P(c2ccccc2)(c2ccccc2)[Pd](P(c2ccccc2)(c2ccccc2)c2ccccc2)(P(c2ccccc2)(c2ccccc2)c2ccccc2)P(c2ccccc2)(c2ccccc2)c2ccccc2)cc1. Product: CCC(C)(C)Cc1cnc(CCc2ccc(-c3ccc(F)cn3)cc2)n1C. As a reaction SMILES: [Br:1][c:2]1[cH:3][cH:4][c:5]([CH2:8][CH2:9][c:10]2[n:11]([CH3:21])[c:12]([CH2:15][C:16]([CH2:17][CH3:18])([CH3:19])[CH3:20])[cH:13][n:14]2)[cH:6][cH:7]1.[Br:22][c:23]1[n:24][cH:25][c:26]([F:29])[cH:27][cH:28]1.[CH2:32]1[O:33][CH2:34][CH2:35][O:36][CH2:37]1.[F-:30].[K+:31].[cH:38]1[cH:39][cH:40][c:41]([P:42]([Pd:43]([P:44]([c:45]2[cH:46][cH:47][cH:48][cH:49][cH:50]2)([c:51]2[cH:52][cH:53][cH:54][cH:55][cH:56]2)[c:57]2[cH:58][cH:59][cH:60][cH:61][cH:62]2)([P:63]([c:64]2[cH:65][cH:66][cH:67][cH:68][cH:69]2)([c:70]2[cH:71][cH:72][cH:73][cH:74][cH:75]2)[c:76]2[cH:77][cH:78][cH:79][cH:80][cH:81]2)[P:82]([c:83]2[cH:84][cH:85][cH:86][cH:87][cH:88]2)([c:89]2[cH:90][cH:91][cH:92][cH:93][cH:94]2)[c:95]2[cH:96][cH:97][cH:98][cH:99][cH:100]2)([c:101]2[cH:102][cH:103][cH:104][cH:105][cH:106]2)[c:107]2[cH:108][cH:109][cH:110][cH:111][cH:112]2)[cH:113][cH:114]1>>[c:2]1(-[c:23]2[n:24][cH:25][c:26]([F:29])[cH:27][cH:28]2)[cH:3][cH:4][c:5]([CH2:8][CH2:9][c:10]2[n:11]([CH3:21])[c:12]([CH2:15][C:16]([CH2:17][CH3:18])([CH3:19])[CH3:20])[cH:13][n:14]2)[cH:6][cH:7]1. Reported procedure: A flask containing 6-(1-phenyl-ethyl)-2,6-diaza-spiro[3.3]heptane-2-carboxylic acid tert-butyl ester (200 mg, 0.66 mmol), ammonium formate (4.22 g, 67 mmol), 10% palladium on carbon (40 mg) and methanol (10 mL) was evacuated and filled with argon. The resulting mixture was stirred at 65° C. for 3 hours, then filtered and concentrated in vacuo to afford 2,6-diaza-spiro[3.3]heptane-2-carboxylic acid tert-butyl ester (130 mg, 99%) as a brown viscous oil which was used for the next step without furt... Reactants: C(C)(C)(C)OC(=O)N1CC2(C1)CN(C2)C(C)C2=CC=CC=C2 (6-(1-phenyl-ethyl)-2,6-diaza-spiro[3.3]heptane-2-carboxylic acid tert-butyl ester), C(=O)[O-].[NH4+] (ammonium formate). Run at temperature 65 celsius, time 3 hour. The reagents and catalysts are [Pd] (palladium on carbon). Run in CO (methanol). RXN SMILES: [C:1]([O:5][C:6]([N:8]1[CH2:11][C:10]2([CH2:14][N:13](C(C3C=CC=CC=3)C)[CH2:12]2)[CH2:9]1)=[O:7])([CH3:4])([CH3:3])[CH3:2].C([O-])=O.[NH4+]>[Pd].CO>[C:1]([O:5][C:6]([N:8]1[CH2:11][C:10]2([CH2:12][NH:13][CH2:14]2)[CH2:9]1)=[O:7])([CH3:4])([CH3:2])[CH3:3] |f:1.2|. Yield: 99.3%. The product is C(C)(C)(C)OC(=O)N1CC2(C1)CNC2 (2,6-diaza-spiro[3.3]heptane-2-carboxylic acid tert-butyl ester).